From a dataset of the Open Reaction Database (ORD), a public repository of structured organic reaction records. describe an organic reaction: reactants, conditions, products, and yield Reactants: COC(=O)Cn1c(=O)c([N+](=O)[O-])cn(Cc2ccccc2)c1=O, CO, [H][H]. The product is COC(=O)Cn1c(=O)c(N)cn(Cc2ccccc2)c1=O. RXN SMILES: [CH2:1]([c:2]1[cH:3][cH:4][cH:5][cH:6][cH:7]1)[n:8]1[c:9](=[O:23])[n:10]([CH2:18][C:19](=[O:20])[O:21][CH3:22])[c:11](=[O:17])[c:12]([N+:14]([O-:15])=[O:16])[cH:13]1.[CH3:26][OH:27].[H:24][H:25]>>[CH2:1]([c:2]1[cH:3][cH:4][cH:5][cH:6][cH:7]1)[n:8]1[c:9](=[O:23])[n:10]([CH2:18][C:19](=[O:20])[O:21][CH3:22])[c:11](=[O:17])[c:12]([NH2:14])[cH:13]1. The reactants are CC1(C)C(=O)N(c2ccc(C#N)c(C(F)(F)F)c2)C(=O)N1Cc1ccccc1Br, O=C([O-])[O-], CC1(C)c2cccc(P(c3ccccc3)c3ccccc3)c2Oc2c(P(c3ccccc3)c3ccccc3)cccc21, CCOC(C)=O, [Cs+], [Cs+], Nc1ccccc1, CC(=O)[O-], CC(=O)[O-], C1COCCO1, O, [Pd+2]. Yields the product CC1(C)C(=O)N(c2ccc(C#N)c(C(F)(F)F)c2)C(=O)N1Cc1ccccc1Nc1ccccc1. RXN SMILES: [Br:1][c:2]1[c:3]([CH2:4][N:5]2[C:6](=[O:25])[N:7]([c:13]3[cH:14][c:15]([C:21]([F:22])([F:23])[F:24])[c:16]([C:17]#[N:18])[cH:19][cH:20]3)[C:8](=[O:12])[C:9]2([CH3:10])[CH3:11])[cH:26][cH:27][cH:28][cH:29]1.[C:37](=[O:38])([O-:39])[O-:40].[CH3:43][C:44]1([CH3:45])[c:46]2[cH:47][cH:48][cH:49][c:50]([P:51]([c:52]3[cH:53][cH:54][cH:55][cH:56][cH:57]3)[c:58]3[cH:59][cH:60][cH:61][cH:62][cH:63]3)[c:64]2[O:65][c:66]2[c:67]1[cH:68][cH:69][cH:70][c:71]2[P:72]([c:73]1[cH:74][cH:75][cH:76][cH:77][cH:78]1)[c:79]1[cH:80][cH:81][cH:82][cH:83][cH:84]1.[CH3:94][CH2:95][O:96][C:97](=[O:98])[CH3:99].[Cs+:41].[Cs+:42].[NH2:30][c:31]1[cH:32][cH:33][cH:34][cH:35][cH:36]1.[O-:86][C:87]([CH3:88])=[O:89].[O-:90][C:91]([CH3:92])=[O:93].[O:101]1[CH2:102][CH2:103][O:104][CH2:105][CH2:106]1.[OH2:100].[Pd+2:85]>>[c:2]1([NH:30][c:31]2[cH:32][cH:33][cH:34][cH:35][cH:36]2)[c:3]([CH2:4][N:5]2[C:6](=[O:25])[N:7]([c:13]3[cH:14][c:15]([C:21]([F:22])([F:23])[F:24])[c:16]([C:17]#[N:18])[cH:19][cH:20]3)[C:8](=[O:12])[C:9]2([CH3:10])[CH3:11])[cH:26][cH:27][cH:28][cH:29]1.